describe an organic reaction: reactants, conditions, products, and yield From a dataset of the Open Reaction Database (ORD), a public repository of structured organic reaction records. RXN SMILES: [CH3:1][C:2]1([CH3:19])[O:7][CH2:6][C:5]([CH2:17][OH:18])([CH2:8][N:9]2[CH:13]=[CH:12][N:11]=[C:10]2[N+:14]([O-:16])=[O:15])[CH2:4][O:3]1.[C:20]1([CH3:30])[CH:25]=[CH:24][C:23]([S:26](Cl)(=[O:28])=[O:27])=[CH:22][CH:21]=1>>[CH3:1][C:2]1([CH3:19])[O:3][CH2:4][C:5]([CH2:8][N:9]2[CH:13]=[CH:12][N:11]=[C:10]2[N+:14]([O-:16])=[O:15])([CH2:17][O:18][S:26]([C:23]2[CH:24]=[CH:25][C:20]([CH3:30])=[CH:21][CH:22]=2)(=[O:28])=[O:27])[CH2:6][O:7]1. Reactants: CC1(OCC(CO1)(CN1C(=NC=C1)[N+](=O)[O-])CO)C (2,2-dimethyl-5-hydroxymethyl-5-[(2-nitro-1H-imidazol-1-yl)methyl]-1,3-dioxane), C1(=CC=C(C=C1)S(=O)(=O)Cl)C (p-toluenesulfonyl chloride). Product: CC1(OCC(CO1)(COS(=O)(=O)C1=CC=C(C=C1)C)CN1C(=NC=C1)[N+](=O)[O-])C (2,2-dimethyl-5-[(2-nitro-1H-imidazol-1-yl)methyl]-5-(p-toluenesulfonyloxymethyl)-1,3-dioxane). Procedure details: The obtained 2,2-dimethyl-5-hydroxymethyl-5-[(2-nitro-1H-imidazol-1-yl)methyl]-1,3-dioxane is reacted with p-toluenesulfonyl chloride by for example a method of L. F. Fieser et al. (Reagents for Organic Synthesis, Vol. 1, Wiley, New York, p. 1179 (1967)) and purified, to give the desired 2,2-dimethyl-5-[(2-nitro-1H-imidazol-1-yl)methyl]-5-(p-toluenesulfonyloxymethyl)-1,3-dioxane (FIG. 1, Step 5). The reactants are ClC1=CC=C(C=C1)C=1C(NN=CC1C1=CC=C(C=C1)S(=O)(=O)C)=O (4-(4-chlorophenyl)-5-[4-(methylsulfonyl)phenyl]-3(2H)-pyridazinone), BrC=1SC(=CC1)Cl (2-bromo-5-chlorothiophene), N (NH3). Yields the product ClC1=CC=C(S1)N1N=CC(=C(C1=O)C1=CC=C(C=C1)Cl)C1=CC=C(C=C1)S(=O)(=O)C (2-(5-Chloro-2-thienyl)-4-(4-chlorophenyl)-5-[4-(methylsulfonyl)phenyl]-3(2H)-pyridazinone). As a reaction SMILES: [Cl:1][C:2]1[CH:7]=[CH:6][C:5]([C:8]2[C:9](=[O:24])[NH:10][N:11]=[CH:12][C:13]=2[C:14]2[CH:19]=[CH:18][C:17]([S:20]([CH3:23])(=[O:22])=[O:21])=[CH:16][CH:15]=2)=[CH:4][CH:3]=1.Br[C:26]1[S:27][C:28]([Cl:31])=[CH:29][CH:30]=1.N>>[Cl:31][C:28]1[S:27][C:26]([N:10]2[C:9](=[O:24])[C:8]([C:5]3[CH:6]=[CH:7][C:2]([Cl:1])=[CH:3][CH:4]=3)=[C:13]([C:14]3[CH:19]=[CH:18][C:17]([S:20]([CH3:23])(=[O:22])=[O:21])=[CH:16][CH:15]=3)[CH:12]=[N:11]2)=[CH:30][CH:29]=1. Procedure details: The title compound was prepared according to Example 93, substituting 4-(4-chlorophenyl)-5-[4-(methylsulfonyl)phenyl]-3(2H)-pyridazinone in place of 4-(4-fluorophenyl)-5-[4-(methylsulfonyl)phenyl]-3(2H)-pyridazinone and substituting 2-bromo-5-chlorothiophene in place of 4-bromothioanisole (yield: 150 mg, 45%). mp 249-251° C. 1H NMR (300 MHz, CDCl3) δ 3.05 (s, 3H), 6.92 (d, J=9 Hz, 1H), 7.18 (d, J=9 Hz, 2H), 7.31 (d, J=9 Hz, 2H), 7.39 (d, J=9 Hz, 2H), 7.58 (d, J=6 Hz, 1H), 7.94 (d, J=9 Hz, 2Hz, 2... Reactants: CCCCCCCCc1cnc(-c2ccc(C(=O)O)cc2F)nc1, O=S(Cl)Cl. Yields the product [Cl-], CCCCCCCCc1cnc(-c2ccc(C(=O)O)cc2F)nc1. RXN SMILES: [F:1][c:2]1[cH:3][c:4]([C:5](=[O:6])[OH:7])[cH:8][cH:9][c:10]1-[c:11]1[n:12][cH:13][c:14]([CH2:17][CH2:18][CH2:19][CH2:20][CH2:21][CH2:22][CH2:23][CH3:24])[cH:15][n:16]1.[S:25]([Cl:26])([Cl:27])=[O:28]>>[Cl-:27].[F:1][c:2]1[cH:3][c:4]([C:5](=[O:6])[OH:7])[cH:8][cH:9][c:10]1-[c:11]1[n:12][cH:13][c:14]([CH2:17][CH2:18][CH2:19][CH2:20][CH2:21][CH2:22][CH2:23][CH3:24])[cH:15][n:16]1.